Dataset: the Open Reaction Database (ORD), a public repository of structured organic reaction records. Task: describe an organic reaction: reactants, conditions, products, and yield Starting materials: CC(=O)OC(C)C, CC1(C)OCC(COS(=O)(=O)c2ccc([N+](=O)[O-])cc2)O1, CN1CCCC1=O, Cn1c(=O)c(F)c(Cl)c2c(=O)[nH]cnc21, C1CCC2=NCCCN2CC1, O. Product: Cn1c(=O)c(F)c(Cl)c2c(=O)n(CC3COC(C)(C)O3)cnc21. Reaction SMILES: [C:55]([O:56][CH:57]([CH3:58])[CH3:59])(=[O:60])[CH3:61].[CH3:16][C:17]1([CH3:36])[O:18][CH2:19][CH:20]([CH2:22][O:23][S:24]([c:25]2[cH:26][cH:27][c:28]([N+:29]([O-:30])=[O:31])[cH:32][cH:33]2)(=[O:34])=[O:35])[O:21]1.[CH3:37][N:38]1[CH2:39][CH2:40][CH2:41][C:42]1=[O:43].[Cl:1][c:2]1[c:3]([F:15])[c:4](=[O:14])[n:5]([CH3:13])[c:6]2[n:7][cH:8][nH:9][c:10](=[O:12])[c:11]12.[N:44]12[CH2:45][CH2:46][CH2:47][N:48]=[C:49]1[CH2:50][CH2:51][CH2:52][CH2:53][CH2:54]2.[OH2:62]>>[Cl:1][c:2]1[c:3]([F:15])[c:4](=[O:14])[n:5]([CH3:13])[c:6]2[n:7][cH:8][n:9]([CH2:22][CH:20]3[CH2:19][O:18][C:17]([CH3:16])([CH3:36])[O:21]3)[c:10](=[O:12])[c:11]12. Yields the product NC1=NC=C(C(=O)O)C=C1C#CC1=CC(=CC=C1)NC(=O)C=1OC=CC1C (6-Amino-5-{3-[(3-methyl-furan-2-carbonyl)-amino]-phenylethynyl}-nicotinic acid). Solvent: C1CCOC1 (THF). Reactants: CCOC(=O)C (EtOAc), NC1=NC=C(C(=O)OC)C=C1C#CC1=CC(=CC=C1)NC(=O)C=1OC=CC1C (Methyl 6-amino-5-((3-(3-methylfuran-2-carboxamido)phenyl)ethynyl)nicotinate), C(C)(=O)O (acetic acid), [OH-].[Na+] (NaOH). Conditions: temperature 50 celsius. As a reaction SMILES: [NH2:1][C:2]1[C:11]([C:12]#[C:13][C:14]2[CH:19]=[CH:18][CH:17]=[C:16]([NH:20][C:21]([C:23]3[O:24][CH:25]=[CH:26][C:27]=3[CH3:28])=[O:22])[CH:15]=2)=[CH:10][C:5]([C:6]([O:8]C)=[O:7])=[CH:4][N:3]=1.[OH-].[Na+].C(O)(=O)C.CCOC(C)=O>C1COCC1>[NH2:1][C:2]1[C:11]([C:12]#[C:13][C:14]2[CH:19]=[CH:18][CH:17]=[C:16]([NH:20][C:21]([C:23]3[O:24][CH:25]=[CH:26][C:27]=3[CH3:28])=[O:22])[CH:15]=2)=[CH:10][C:5]([C:6]([OH:8])=[O:7])=[CH:4][N:3]=1 |f:1.2|. Isolated yield 93.2%. Reported procedure: Methyl 6-amino-5-((3-(3-methylfuran-2-carboxamido)phenyl)ethynyl)nicotinate (0.550 g, 1.47 mmol) was dissolved in THF (15 mL) and then treated with 1.0 M NaOH (7.33 mL, 7.33 mmol). The reaction mixture was heated to 50° C. Once the reaction was done by TLC, the reaction was cooled to room temperature and then acidified with acetic acid. The reaction mixture was taken up in of EtOAc (˜15 mL) then extracted with H2O (2×15 mL). The water layer then was re-washed with EtOAc (˜15 mL) and the combined... Product: COc1nnc(-c2ccncc2)cc1-c1cc2ccc(CC=O)cc2n1C(=O)OC(C)(C)C. As a reaction SMILES: [C:1]([CH3:2])([CH3:3])([CH3:4])[O:5][C:6](=[O:7])[n:8]1[c:9](-[c:21]2[c:22]([O:33][CH3:34])[n:23][n:24][c:25](-[c:27]3[cH:28][cH:29][n:30][cH:31][cH:32]3)[cH:26]2)[cH:10][c:11]2[cH:12][cH:13][c:14]([CH:17]=[CH:18][O:19][CH3:20])[cH:15][c:16]12.[CH3:42][C:43]#[N:44].[Cl:37][Si:38]([CH3:39])([CH3:40])[CH3:41].[I-:36].[K+:35]>>[C:1]([CH3:2])([CH3:3])([CH3:4])[O:5][C:6](=[O:7])[n:8]1[c:9](-[c:21]2[c:22]([O:33][CH3:34])[n:23][n:24][c:25](-[c:27]3[cH:28][cH:29][n:30][cH:31][cH:32]3)[cH:26]2)[cH:10][c:11]2[cH:12][cH:13][c:14]([CH2:17][CH:18]=[O:19])[cH:15][c:16]12. Starting materials: COC=Cc1ccc2cc(-c3cc(-c4ccncc4)nnc3OC)n(C(=O)OC(C)(C)C)c2c1, CC#N, C[Si](C)(C)Cl, [I-], [K+]. Isolated yield 71.0%. Yields the product C(C)OC(=O)C=1NC2=CC=C(C=C2C1)OCCN1CCOCC1 (5-(2-(Morpholin-4-yl)ethoxy)-1H-indole-2-carboxylic acid ethyl ester). Reaction SMILES: [N:1]1([CH2:7][CH2:8][O:9][C:10]2[CH:15]=[CH:14][C:13]([NH2:16])=[CH:12][CH:11]=2)[CH2:6][CH2:5][O:4][CH2:3][CH2:2]1.N([O-])=O.[Na+].[CH3:21][CH:22](C(C)=O)[C:23]([O:25][CH2:26][CH3:27])=[O:24].CC([O-])=O.[Na+].C([O-])([O-])=O.[Na+].[Na+]>O.Cl.CCO>[CH2:26]([O:25][C:23]([C:22]1[NH:16][C:13]2[C:14]([CH:21]=1)=[CH:15][C:10]([O:9][CH2:8][CH2:7][N:1]1[CH2:6][CH2:5][O:4][CH2:3][CH2:2]1)=[CH:11][CH:12]=2)=[O:24])[CH3:27] |f:1.2,4.5,6.7.8|. Solvent: O (water), Cl (HCl), O (water), CCO (EtOH). Procedure details: A stirred solution of 4-(2-(morpholin-4-yl)ethoxy)phenylamine (11) (4.00 g, 18.0 mmol) in water (38 mL) and concentrated HCl (12 mL) was treated dropwise at 0° C. with a solution of NaNO2 (1.36 g, 19.8 mmol) in water (3.8 mL) and the resulting mixture was stirred for 30 min at 0° C. (solution A). Ethyl 2-methylacetoacetate (2.75 mL, 18.9 mmol) was added dropwise to a suspension of NaOAc (15.3 g) in EtOH (29 mL) at 0° C. After stirring for 30 min at this temperature, ice (18 g) was added (solutio... Reactants: solution A, ice, C(=O)([O-])[O-].[Na+].[Na+] (Na2CO3), solution B, solution A, solution B, N1(CCOCC1)CCOC1=CC=C(C=C1)N (4-(2-(Morpholin-4-yl)ethoxy)phenylamine), N(=O)[O-].[Na+] (NaNO2), CC(C(=O)OCC)C(=O)C (Ethyl 2-methylacetoacetate), CC(=O)[O-].[Na+] (NaOAc). Run at time 2.5 hour.